This data is from the Open Reaction Database (ORD), a public repository of structured organic reaction records. The task is: describe an organic reaction: reactants, conditions, products, and yield Starting materials: C(CCC)C=1NC=CN1 (butylimidazole), CN(C)CN(C)C (bis-(dimethylamino)methane). Run in O1CCCC1 (tetrahydrofuran). The product is C(CCC)C1=NC=CN1CN(C)C (2-butyl-3-dimethylaminomethylimidazole). The yield is 103.0%. RXN SMILES: [CH2:1]([C:5]1[NH:6][CH:7]=[CH:8][N:9]=1)[CH2:2][CH2:3][CH3:4].[CH3:10][N:11]([CH2:13]N(C)C)[CH3:12]>O1CCCC1>[CH2:1]([C:5]1[N:9]([CH2:10][N:11]([CH3:13])[CH3:12])[CH:8]=[CH:7][N:6]=1)[CH2:2][CH2:3][CH3:4]. Procedure details: 12.4 g of butylimidazole and 20.4 g of bis-(dimethylamino)methane were refluxed in 100 ml of tetrahydrofuran for 24 hours. The solvent was evaporated to give 18.64 g of product. The yield was quantitative. Other data concerning the product was: The reactants are C[Si](C)(C)CCN1C(=O)CN(c2ccc(I)cc2OCc2ccccc2)S1(=O)=O, CC(C)(CI)CC#N. Yields the product CC(C)(CC#N)Cc1ccc(N2CC(=O)N(CC[Si](C)(C)C)S2(=O)=O)c(OCc2ccccc2)c1. Reaction SMILES: [CH2:1]([c:2]1[cH:3][cH:4][cH:5][cH:6][cH:7]1)[O:8][c:9]1[c:10]([N:16]2[CH2:17][C:18](=[O:29])[N:19]([CH2:23][CH2:24][Si:25]([CH3:26])([CH3:27])[CH3:28])[S:20]2(=[O:21])=[O:22])[cH:11][cH:12][c:13]([I:15])[cH:14]1.[I:30][CH2:31][C:32]([CH2:33][C:34]#[N:35])([CH3:36])[CH3:37]>>[CH2:1]([c:2]1[cH:3][cH:4][cH:5][cH:6][cH:7]1)[O:8][c:9]1[c:10]([N:16]2[CH2:17][C:18](=[O:29])[N:19]([CH2:23][CH2:24][Si:25]([CH3:26])([CH3:27])[CH3:28])[S:20]2(=[O:21])=[O:22])[cH:11][cH:12][c:13]([CH2:31][C:32]([CH2:33][C:34]#[N:35])([CH3:36])[CH3:37])[cH:14]1. Reactants: COc1ccc(Cn2c(COCc3ccccc3)nc(C(C)C)c2Sc2cc(Cl)cc(Cl)c2)cn1, C[Si](C)(C)Cl, CC#N, [I-], [K+]. RXN SMILES: [CH2:8]([c:9]1[cH:10][cH:11][cH:12][cH:13][cH:14]1)[O:15][CH2:16][c:17]1[n:18]([CH2:34][c:35]2[cH:36][cH:37][c:38]([O:41][CH3:42])[n:39][cH:40]2)[c:19]([S:25][c:26]2[cH:27][c:28]([Cl:33])[cH:29][c:30]([Cl:32])[cH:31]2)[c:20]([CH:22]([CH3:23])[CH3:24])[n:21]1.[CH3:3][Si:4]([Cl:5])([CH3:6])[CH3:7].[CH3:43][C:44]#[N:45].[I-:2].[K+:1]>>[CH2:8]([c:9]1[cH:10][cH:11][cH:12][cH:13][cH:14]1)[O:15][CH2:16][c:17]1[n:18]([CH2:34][c:35]2[cH:36][cH:37][c:38](=[O:41])[nH:39][cH:40]2)[c:19]([S:25][c:26]2[cH:27][c:28]([Cl:33])[cH:29][c:30]([Cl:32])[cH:31]2)[c:20]([CH:22]([CH3:23])[CH3:24])[n:21]1. The product is CC(C)c1nc(COCc2ccccc2)n(Cc2ccc(=O)[nH]c2)c1Sc1cc(Cl)cc(Cl)c1. Reactants: C[O-].[Na+].CO (sodium methylate methanol), C(C1=CC=CC=C1)N1CCC(CC1)=CC(=O)C1=CC=C(N)C=C1 (4-[(1-benzyl-4-piperidinyliden)acetyl]aniline), ClC=1C2=C(N=CN1)CCC2 (4-chloro-5,6-dihydro-7H-cyclopenta[d]pyrimidine), Cl (hydrochloric acid). The solvent is C(C)O (ethanol), C(C)O (ethanol), C(Cl)(Cl)Cl (chloroform). Reaction conditions: time 3.5 hour. Yields the product N1=CN=C(C2=C1CCC2)NC2=CC=C(C=C2)C(C=C2CCN(CC2)CC2=CC=CC=C2)=O (N-(5,6-dihydro-7H-cyclopenta[d]pyrimidin-4-yl)-4-[(1-benzyl-4-piperidinyliden)acetyl]aniline). The yield is 9.3%. As a reaction SMILES: [CH2:1]([N:8]1[CH2:13][CH2:12][C:11](=[CH:14][C:15]([C:17]2[CH:23]=[CH:22][C:20]([NH2:21])=[CH:19][CH:18]=2)=[O:16])[CH2:10][CH2:9]1)[C:2]1[CH:7]=[CH:6][CH:5]=[CH:4][CH:3]=1.Cl[C:25]1[C:26]2[CH2:33][CH2:32][CH2:31][C:27]=2[N:28]=[CH:29][N:30]=1.Cl.C[O-].[Na+].CO>C(O)C.C(Cl)(Cl)Cl>[N:28]1[C:27]2[CH2:31][CH2:32][CH2:33][C:26]=2[C:25]([NH:21][C:20]2[CH:19]=[CH:18][C:17]([C:15](=[O:16])[CH:14]=[C:11]3[CH2:12][CH2:13][N:8]([CH2:1][C:2]4[CH:3]=[CH:4][CH:5]=[CH:6][CH:7]=4)[CH2:9][CH2:10]3)=[CH:23][CH:22]=2)=[N:30][CH:29]=1 |f:3.4.5|. Procedure details: To a mixed solvent of 40 ml of chloroform and 20 ml of ethanol were added 2.33 g of 4-[(1-benzyl-4-piperidinyliden)acetyl]aniline and 1.63 g of 4-chloro-5,6-dihydro-7H-cyclopenta[d]pyrimidine, and further 6 ml of an ethanol solution of hydrochloric acid (containing 0.4 g of hydrochloric acid) was added to the mixture and the mixture was stirred at 50° to 60° C. for 3.5 hours under heating. Then, under ice cooling, a 28% sodium methylate-methanol solution was added to the mixture to make it alkal... The reactants are C(=O)C1=CC=C(S1)C=1C=C2C(=CNC2=C(C1)C(=O)N)C1CCN(CC1)S(=O)(=O)CCCN1CCCC1 (5-(5-formyl-2-thienyl)-3-(1-{[3-(1-pyrrolidinyl)propyl]sulfonyl}-4-piperidinyl)-1H-indole-7-carboxamide), N1CCCC1 (pyrrolidine), [BH-](OC(=O)C)(OC(=O)C)OC(=O)C.[Na+] (NaBH(OAc)3). Run in C(Cl)Cl (methylene chloride). Run at time 8 hour. Yields the product N1(CCCC1)CC1=CC=C(S1)C=1C=C2C(=CNC2=C(C1)C(=O)N)C1CCN(CC1)S(=O)(=O)CCCN1CCCC1 (5-[5-(1-pyrrolidinylmethyl)-2-thienyl]-3-(1-{[3-(1-pyrrolidinyl)propyl]sulfonyl}-4-piperidinyl)-1H-indole-7-carboxamide). The yield is 74.9%. As a reaction SMILES: [CH:1]([C:3]1[S:7][C:6]([C:8]2[CH:9]=[C:10]3[C:14](=[C:15]([C:17]([NH2:19])=[O:18])[CH:16]=2)[NH:13][CH:12]=[C:11]3[CH:20]2[CH2:25][CH2:24][N:23]([S:26]([CH2:29][CH2:30][CH2:31][N:32]3[CH2:36][CH2:35][CH2:34][CH2:33]3)(=[O:28])=[O:27])[CH2:22][CH2:21]2)=[CH:5][CH:4]=1)=O.[NH:37]1[CH2:41][CH2:40][CH2:39][CH2:38]1.[BH-](OC(C)=O)(OC(C)=O)OC(C)=O.[Na+]>C(Cl)Cl>[N:37]1([CH2:1][C:3]2[S:7][C:6]([C:8]3[CH:9]=[C:10]4[C:14](=[C:15]([C:17]([NH2:19])=[O:18])[CH:16]=3)[NH:13][CH:12]=[C:11]4[CH:20]3[CH2:25][CH2:24][N:23]([S:26]([CH2:29][CH2:30][CH2:31][N:32]4[CH2:36][CH2:35][CH2:34][CH2:33]4)(=[O:28])=[O:27])[CH2:22][CH2:21]3)=[CH:5][CH:4]=2)[CH2:41][CH2:40][CH2:39][CH2:38]1 |f:2.3|. Procedure: To a solution of 5-(5-formyl-2-thienyl)-3-(1-{[3-(1-pyrrolidinyl)propyl]sulfonyl}-4-piperidinyl)-1H-indole-7-carboxamide (8.3 mg, 0.016 mmol) in methylene chloride (5 mL) was added pyrrolidine (0.001 mL, 0.016 mmol). The reaction mixture was stirred at room temperature for 1 hour before NaBH(OAc)3 (10.2 mg, 0.048 mmol) was added. The reaction mixture was stirred at room temperature overnight and evaporated all the solvent. The residue was purified by using a Gilson semi-preparative HPLC system, ... The reactants are OCCBr, CC(=O)Nc1cccc(C2CCNCC2)c1, CN(C)C=O, Cl, [K+], [K+], O=C([O-])[O-], O. Product: CC(=O)Nc1cccc(C2CCN(CCO)CC2)c1. As a reaction SMILES: [Br:18][CH2:19][CH2:20][OH:21].[C:2]([CH3:3])(=[O:4])[NH:5][c:6]1[cH:7][c:8]([CH:12]2[CH2:13][CH2:14][NH:15][CH2:16][CH2:17]2)[cH:9][cH:10][cH:11]1.[CH3:29][N:30]([CH3:31])[CH:32]=[O:33].[ClH:1].[K+:22].[K+:23].[O-:24][C:25]([O-:26])=[O:27].[OH2:28]>>[C:2]([CH3:3])(=[O:4])[NH:5][c:6]1[cH:7][c:8]([CH:12]2[CH2:13][CH2:14][N:15]([CH2:19][CH2:20][OH:21])[CH2:16][CH2:17]2)[cH:9][cH:10][cH:11]1. Starting materials: C(C)(=O)N1C2=C(N(C([C@H](C1)N)=O)CC)C=CC=C2 ((S)-5-acetyl-3-amino-1-ethyl-1,3,4,5-tetrahydro-benzo[b][1,4]diazepin-2-one), CC(C(=O)O)C(=O)NCC(C(F)(F)F)(F)F ((2RS)-methyl-N-(2,2,3,3,3-pentafluoro-propyl)-malonamic acid). Product: C(C)(=O)N1C2=C(N(C([C@H](C1)NC(C(C(=O)NCC(C(F)(F)F)(F)F)C)=O)=O)CC)C=CC=C2 (N-((S)-5-Acetyl-1-ethyl-2-oxo-2,3,4,5-tetrahydro-1H-benzo[b][1,4]diazepin-3-yl)-(2RS)-methyl-N′-(2,2,3,3,3-pentafluoro-propyl)-malonamide). As a reaction SMILES: [C:1]([N:4]1[CH2:10][C@H:9]([NH2:11])[C:8](=[O:12])[N:7]([CH2:13][CH3:14])[C:6]2[CH:15]=[CH:16][CH:17]=[CH:18][C:5]1=2)(=[O:3])[CH3:2].[CH3:19][CH:20]([C:24]([NH:26][CH2:27][C:28]([F:34])([F:33])[C:29]([F:32])([F:31])[F:30])=[O:25])[C:21](O)=[O:22]>>[C:1]([N:4]1[CH2:10][C@H:9]([NH:11][C:21](=[O:22])[CH:20]([CH3:19])[C:24]([NH:26][CH2:27][C:28]([F:33])([F:34])[C:29]([F:30])([F:31])[F:32])=[O:25])[C:8](=[O:12])[N:7]([CH2:13][CH3:14])[C:6]2[CH:15]=[CH:16][CH:17]=[CH:18][C:5]1=2)(=[O:3])[CH3:2]. Procedure details: In an analogous manner to that described in Example 20 d) and 27, the condensation of (S)-5-acetyl-3-amino-1-ethyl-1,3,4,5-tetrahydro-benzo[b][1,4]diazepin-2-one and (2RS)-methyl-N-(2,2,3,3,3-pentafluoro-propyl)-malonamic acid [see Example 25 b)] yielded the title compound as a white solid; Starting materials: Cc1c(Br)c(F)c2oc(C(C)(C)CO)nc2c1C#N, ClCCl, C[Si](C)(C)C=[N+]=[N-], F[B-](F)(F)F, [H+], O. Yields the product COCC(C)(C)c1nc2c(C#N)c(C)c(Br)c(F)c2o1. As a reaction SMILES: [Br:1][c:2]1[c:3]([F:19])[c:4]2[c:5]([n:6][c:7]([C:9]([CH2:10][OH:11])([CH3:12])[CH3:13])[o:8]2)[c:14]([C:17]#[N:18])[c:15]1[CH3:16].[CH2:34]([Cl:35])[Cl:36].[CH3:26][Si:27]([CH:28]=[N+:29]=[N-:30])([CH3:31])[CH3:32].[F:21][B-:22]([F:23])([F:24])[F:25].[H+:20].[OH2:33]>>[Br:1][c:2]1[c:3]([F:19])[c:4]2[c:5]([n:6][c:7]([C:9]([CH2:10][O:11][CH3:26])([CH3:12])[CH3:13])[o:8]2)[c:14]([C:17]#[N:18])[c:15]1[CH3:16]. Reactants: O=C(O)COCc1ccccc1, COC(=O)COc1ccc(N)cc1, C(=NC1CCCCC1)=NC1CCCCC1, ClCCl. Product: COC(=O)COc1ccc(NC(=O)COCc2ccccc2)cc1. RXN SMILES: [CH2:14]([c:15]1[cH:16][cH:17][cH:18][cH:19][cH:20]1)[O:21][CH2:22][C:23](=[O:24])[OH:25].[CH3:1][O:2][C:3]([CH2:4][O:5][c:6]1[cH:7][cH:8][c:9]([NH2:12])[cH:10][cH:11]1)=[O:13].[CH:26]1([N:27]=[C:28]=[N:29][CH:30]2[CH2:31][CH2:32][CH2:33][CH2:34][CH2:35]2)[CH2:36][CH2:37][CH2:38][CH2:39][CH2:40]1.[Cl:41][CH2:42][Cl:43]>>[CH3:1][O:2][C:3]([CH2:4][O:5][c:6]1[cH:7][cH:8][c:9]([NH:12][C:23]([CH2:22][O:21][CH2:14][c:15]2[cH:16][cH:17][cH:18][cH:19][cH:20]2)=[O:24])[cH:10][cH:11]1)=[O:13]. The reactants are Intermediate K, C(=O)(O)C1=CC(=C(C=C1)B(O)O)OC (4-carboxy-2-methoxyphenyl boronic acid), C(C)(C)N (isopropylamine). Product: C(C)(C)NC(=O)C1=CC(=C(C=C1)B(O)O)OC ((4-(isopropylcarbamoyl)-2-methoxyphenyl)boronic acid). As a reaction SMILES: [C:1]([C:4]1[CH:9]=[CH:8][C:7]([B:10]([OH:12])[OH:11])=[C:6]([O:13][CH3:14])[CH:5]=1)([OH:3])=O.[CH:15]([NH2:18])([CH3:17])[CH3:16]>>[CH:15]([NH:18][C:1]([C:4]1[CH:9]=[CH:8][C:7]([B:10]([OH:12])[OH:11])=[C:6]([O:13][CH3:14])[CH:5]=1)=[O:3])([CH3:17])[CH3:16]. Procedure: The title compound was prepared in analogy to the procedure described for Intermediate K from 4-carboxy-2-methoxyphenyl boronic acid and isopropylamine. The solvent was removed and then water and EtOAc were added. The phases were separated and the aqueous one was extracted twice with EtOAc. The organic extracts were combined and dried (Na2SO4), and concentrated. The residue was triturated in acetonitrile to give the title compound. tR: 0.63 min (LC-MS 2); ESI-MS: 238.5 [M+H]+ (LC-MS 2).